The task is: describe an organic reaction: reactants, conditions, products, and yield. This data is from the Open Reaction Database (ORD), a public repository of structured organic reaction records. Reactants: ClC1=CC=2C3=C(NC2C=C1)C(=CN=C3)C#N (8-chloro-4-cyano-5H-pyrido[4,3-b]indole), ClC=1C=C2C=C(NC2=CC1)CC#N (5-chloro-2-cyanomethylindole), C(C=C)(=O)OCC (ethyl acrylate). Product: ClC1=CC2=C(C=C1)N1C=C(C(C3=CN=CC2=C13)=O)CC=1C=NC=CC1 (10-chloro-5-(3-pyridylmethyl)-4H-indolo[3,2,1-ij][1,6]naphthyridin-4-one). The yield is 47.0%. Reaction SMILES: [Cl:1][C:2]1[CH:10]=[CH:9][C:8]2[NH:7][C:6]3[C:11]([C:15]#N)=[CH:12][N:13]=[CH:14][C:5]=3[C:4]=2[CH:3]=1.Cl[C:18]1[CH:19]=[C:20]2[C:24](=[CH:25][CH:26]=1)[NH:23][C:22](CC#N)=[CH:21]2.C(OCC)(=[O:33])C=C>>[Cl:1][C:2]1[CH:10]=[CH:9][C:8]2[N:7]3[C:6]4[C:11](=[CH:12][N:13]=[CH:14][C:5]=4[C:4]=2[CH:3]=1)[C:15](=[O:33])[C:19]([CH2:20][C:21]1[CH:22]=[N:23][CH:24]=[CH:25][CH:26]=1)=[CH:18]3. Procedure details: According to Example 5<step 1>, 8-chloro-4-cyano-5H-pyrido[4,3-b]indole (1.26 g) prepared from 5-chloro-2-cyanomethylindole by the procedure described in literature (Synthesis, 743 (1992) and Chem. Pharm. Bull., 29, 1280 (1981)) was reacted with ethyl acrylate (1.8 mL) to obtain the title compound (850 mg; 47%). Reactants: NC1=C(C=CC=C1)NCC(C)(C)S (2-Amino-1-(2-mercapto-2-methylpropylamino)benzene), C(CC)SC(C=O)(C)C (2-propylthio-2-methylpropanal). The product is SC(CNC1=C(C=CC=C1)NCC(C)(C)SCCC)(C)C (2-(2-mercapto-2-methylpropylamino)-1-[2-propylthio-2-methylpropylamino]-benzene). The yield is 35.5%. RXN SMILES: [NH2:1][C:2]1[CH:7]=[CH:6][CH:5]=[CH:4][C:3]=1[NH:8][CH2:9][C:10]([SH:13])([CH3:12])[CH3:11].[CH2:14]([S:17][C:18]([CH3:22])([CH3:21])[CH:19]=O)[CH2:15][CH3:16]>>[SH:13][C:10]([CH3:11])([CH3:12])[CH2:9][NH:8][C:3]1[CH:4]=[CH:5][CH:6]=[CH:7][C:2]=1[NH:1][CH2:19][C:18]([S:17][CH2:14][CH2:15][CH3:16])([CH3:22])[CH3:21]. Procedure: 2-Amino-1-(2-mercapto-2-methylpropylamino)benzene (0.40 g, 2.06×10-3 mol) and 0.452 g (3.09×10-3 mol, 150 M%) of 2-propylthio-2-methylpropanal were reacted by the method of Example 2 to give 0.239 g (40% yield) of 2-(2-mercapto-2-methylpropylamino)-1-[2-propylthio-2-methylpropylamino]-benzene as a colorless oil after purification by radial chromatography on a 4 mm silica gel plate eluting with 200 ml 5% diethyl ether/petroleum ether and 100 ml 7% diethy ether/petroleum ether. The reactants are O=C([O-])[O-], CCCC(N)C(=O)OC, CO, [K+], [K+], O=C(O)C(Cc1ccccc1)NC(=O)N1CCOCC1, O. The product is O=C(O)C(Cc1ccccc1)NC(=O)N1CCOCC1, CCCC(N)C(=O)O. As a reaction SMILES: [C:30](=[O:31])([O-:32])[O-:33].[CH3:1][O:2][C:3]([CH:4]([NH2:5])[CH2:6][CH2:7][CH3:8])=[O:9].[CH3:36][OH:37].[K+:34].[K+:35].[O:10]1[CH2:11][CH2:12][N:13]([C:16](=[O:17])[NH:18][CH:19]([CH2:20][c:21]2[cH:22][cH:23][cH:24][cH:25][cH:26]2)[C:27](=[O:28])[OH:29])[CH2:14][CH2:15]1.[OH2:38]>>[O:10]1[CH2:11][CH2:12][N:13]([C:16](=[O:17])[NH:18][CH:19]([CH2:20][c:21]2[cH:22][cH:23][cH:24][cH:25][cH:26]2)[C:27](=[O:28])[OH:29])[CH2:14][CH2:15]1.[O:2]=[C:3]([CH:4]([NH2:5])[CH2:6][CH2:7][CH3:8])[OH:9]. Reactants: NC1=C(C=C(C=C1)Br)C(=O)N1CCCC1 ({2-amino-5-bromophenyl}(1-pyrrolidinyl)methanone), N1CCCC1 (pyrrolidine), BrC=1C=CC2=C(C(OC(N2)=O)=O)C1 (6-bromo-2H-3,1-benzoxazine-2,4(1H)-dione). The product is BrC=1C=CC(=C(C1)C(=O)N1CCCC1)NCC=1NCCN1 ({5-bromo-2-[(4,5-dihydro-1H-imidazol-2-ylmethyl)amino]phenyl}(1-pyrrolidinyl)methanone). Reaction SMILES: [NH2:1][C:2]1[CH:7]=[CH:6][C:5]([Br:8])=[CH:4][C:3]=1[C:9]([N:11]1[CH2:15][CH2:14][CH2:13][CH2:12]1)=[O:10].[NH:16]1[CH2:20][CH2:19][CH2:18][CH2:17]1.BrC1C=CC2[NH:30]C(=O)OC(=O)C=2C=1>>[Br:8][C:5]1[CH:6]=[CH:7][C:2]([NH:1][CH2:18][C:17]2[NH:30][CH2:19][CH2:20][N:16]=2)=[C:3]([C:9]([N:11]2[CH2:15][CH2:14][CH2:13][CH2:12]2)=[O:10])[CH:4]=1. Procedure details: {2-amino-5-bromophenyl}(1-pyrrolidinyl)methanone (prepared from pyrrolidine and 6-bromo-2H-3,1-benzoxazine-2,4(1H)-dione using the methods described in Example 17) and CMI were reacted using conditions described in the general procedure for CMI coupling to give {5-bromo-2-[(4,5-dihydro-1H-imidazol-2-ylmethyl)amino]phenyl}(1-pyrrolidinyl)methanone. The reactants are FC1=C(C=CC=C1)N1N=NC(=C1C1=CC=NC=C1)C1=NC(=NO1)C1=CC=C(C=O)C=C1 (4-(5-(1-(2-fluorophenyl)-5-(pyridin-4-yl)-1H-1,2,3-triazol-4-yl)-1,2,4-oxadiazol-3-yl)benzaldehyde), N1CCC(CC1)NS(=O)(=O)C (N-(piperidin-4-yl)methanesulfonamide). The product is FC1=C(C=CC=C1)N1N=NC(=C1C1=CC=NC=C1)C1=NC(=NO1)C1=CC=C(CN2CCC(CC2)NS(=O)(=O)C)C=C1 (N-[1-(4-{5-[1-(2-fluorophenyl)-5-pyridin-4-yl-1H-1,2,3-triazol-4-yl]-1,2,4-oxadiazol-3-yl}benzyl)piperidin-4-yl]methanesulfonamide), Example 146. RXN SMILES: [F:1][C:2]1[CH:7]=[CH:6][CH:5]=[CH:4][C:3]=1[N:8]1[C:12]([C:13]2[CH:18]=[CH:17][N:16]=[CH:15][CH:14]=2)=[C:11]([C:19]2[O:23][N:22]=[C:21]([C:24]3[CH:31]=[CH:30][C:27]([CH:28]=O)=[CH:26][CH:25]=3)[N:20]=2)[N:10]=[N:9]1.[NH:32]1[CH2:37][CH2:36][CH:35]([NH:38][S:39]([CH3:42])(=[O:41])=[O:40])[CH2:34][CH2:33]1>>[F:1][C:2]1[CH:7]=[CH:6][CH:5]=[CH:4][C:3]=1[N:8]1[C:12]([C:13]2[CH:18]=[CH:17][N:16]=[CH:15][CH:14]=2)=[C:11]([C:19]2[O:23][N:22]=[C:21]([C:24]3[CH:31]=[CH:30][C:27]([CH2:28][N:32]4[CH2:33][CH2:34][CH:35]([NH:38][S:39]([CH3:42])(=[O:40])=[O:41])[CH2:36][CH2:37]4)=[CH:26][CH:25]=3)[N:20]=2)[N:10]=[N:9]1. Reported procedure: The title compound was prepared following the procedure described for Example 94, but starting from 4-(5-(1-(2-fluorophenyl)-5-(pyridin-4-yl)-1H-1,2,3-triazol-4-yl)-1,2,4-oxadiazol-3-yl)benzaldehyde, obtained as described in Example 113, Step 1, (100 mg; 0.24 mmol) and N-(piperidin-4-yl)methanesulfonamide (86.5 mg; 0.48 mmol) to give Example 146 as a white solid. 1H NMR: (CDCl3, 400 MHz) δ 8.72 (2H, dd, J=4.5, 1.6 Hz), 8.04 (2H, d, J=8.1 Hz), 7.63-7.52 (2H, m), 7.44-7.33 (5H, m), 7.22-7.15 (1H, ... Reactants: [Al+3], CCOC(=O)Cc1c(C(=O)OCC)c(C)cn1C, [Cl-], [Cl-], [Cl-], CC(Cl)Cl, O=C(Cl)c1ccc(Cl)cc1, ClCCCl. The product is CCOC(=O)Cc1c(C(=O)OCC)c(C)c(C(=O)c2ccc(Cl)cc2)n1C. As a reaction SMILES: [Al+3:12].[CH3:19][n:20]1[c:21]([CH2:31][C:32](=[O:33])[O:34][CH2:35][CH3:36])[c:22]([C:26](=[O:27])[O:28][CH2:29][CH3:30])[c:23]([CH3:25])[cH:24]1.[Cl-:11].[Cl-:13].[Cl-:14].[Cl:15][CH:16]([Cl:17])[CH3:18].[Cl:1][c:2]1[cH:3][cH:4][c:5]([C:6](=[O:7])[Cl:8])[cH:9][cH:10]1.[Cl:37][CH2:38][CH2:39][Cl:40]>>[Cl:1][c:2]1[cH:3][cH:4][c:5]([C:6](=[O:7])[c:24]2[n:20]([CH3:19])[c:21]([CH2:31][C:32](=[O:33])[O:34][CH2:35][CH3:36])[c:22]([C:26](=[O:27])[O:28][CH2:29][CH3:30])[c:23]2[CH3:25])[cH:9][cH:10]1. The reactants are NC[C@H](OC1=C2C(=NC=NC2=CC=C1)NC1=CC(=C(C=C1)O)C)C (4-({5-[(1R)-2-amino-1-methylethoxy]quinazolin-4-yl}amino)-2-methylphenol), C(C)(=O)O (acetic acid). Product: OC1=C(C=C(C=C1)NC1=NC=NC2=CC=CC(=C12)O[C@@H](CNC(C)=O)C)C (N-[(2R)-2-({4-[(4-hydroxy-3-methylphenyl)amino]quinazolin-5-yl}oxy)propyl]acetamide). The yield is 90.0%. As a reaction SMILES: [NH2:1][CH2:2][C@@H:3]([CH3:24])[O:4][C:5]1[CH:14]=[CH:13][CH:12]=[C:11]2[C:6]=1[C:7]([NH:15][C:16]1[CH:21]=[CH:20][C:19]([OH:22])=[C:18]([CH3:23])[CH:17]=1)=[N:8][CH:9]=[N:10]2.[C:25](O)(=[O:27])[CH3:26]>>[OH:22][C:19]1[CH:20]=[CH:21][C:16]([NH:15][C:7]2[C:6]3[C:11](=[CH:12][CH:13]=[CH:14][C:5]=3[O:4][C@H:3]([CH3:24])[CH2:2][NH:1][C:25](=[O:27])[CH3:26])[N:10]=[CH:9][N:8]=2)=[CH:17][C:18]=1[CH3:23]. Reported procedure: The procedure described in Example 3 (preparation of starting materials) was repeated using acetic acid and 4-({5-[(1R)-2-amino-1-methylethoxy]quinazolin-4-yl}amino)-2-methylphenol (obtained as described in Example 82, preparation of starting materials) to give N-[(2R)-2-({4-[(4-hydroxy-3-methylphenyl)amino]quinazolin-5-yl}oxy)propyl]acetamide as a ginger solid in 90% yield; NMR spectrum (DMSO-d6) 1.41 (d, 3H), 1.76 (s, 3H), 2.17 (s, 3H), 3.41 (dt, 1H), 3.62 (dt, 1H), 4.96 (m, 1H), 6.85 (d, 1H),... Starting materials: CC(C)(C)OC(=O)CCc1ccc(O)cc1CN, ClCCCl, ClCCl, O, On1nnc2ccccc21, O=C(O)c1cnccn1. Yields the product CC(C)(C)OC(=O)CCc1ccc(O)cc1CNC(=O)c1cnccn1. RXN SMILES: [C:24]([CH3:25])([CH3:26])([CH3:27])[O:28][C:29]([CH2:30][CH2:31][c:32]1[c:33]([CH2:39][NH2:40])[cH:34][c:35]([OH:38])[cH:36][cH:37]1)=[O:41].[CH2:10]([Cl:11])[CH2:12][Cl:13].[Cl:42][CH2:43][Cl:44].[OH2:45].[OH:14][n:15]1[c:16]2[c:17]([cH:18][cH:19][cH:20][cH:21]2)[n:22][n:23]1.[n:1]1[c:2]([C:7](=[O:8])[OH:9])[cH:3][n:4][cH:5][cH:6]1>>[n:1]1[c:2]([C:7](=[O:9])[NH:40][CH2:39][c:33]2[c:32]([CH2:31][CH2:30][C:29]([O:28][C:24]([CH3:25])([CH3:26])[CH3:27])=[O:41])[cH:37][cH:36][c:35]([OH:38])[cH:34]2)[cH:3][n:4][cH:5][cH:6]1. The reactants are CC1CC(CC(C1CC=C(C)C)C)=O (3,5-dimethyl-4-(3-methyl-2-butenyl) cyclohexanone), [H-].[Al+3].[Li+].[H-].[H-].[H-] (lithium aluminum hydride), O (H2O), [OH-].[Na+] (NaOH), O (H2O). The solvent is CCOCC (ether), C(C)OCC (diethyl ether). Run at time 2 hour. Yields the product CC1CC(CC(C1CC=C(C)C)C)O (3,5-dimethyl-4-(3-methyl-2-butenyl) cyclohexanol). Isolated yield 90.2%. As a reaction SMILES: [H-].[Al+3].[Li+].[H-].[H-].[H-].[CH3:7][CH:8]1[CH:13]([CH2:14][CH:15]=[C:16]([CH3:18])[CH3:17])[CH:12]([CH3:19])[CH2:11][C:10](=[O:20])[CH2:9]1.O.[OH-].[Na+]>CCOCC>[CH3:19][CH:12]1[CH:13]([CH2:14][CH:15]=[C:16]([CH3:18])[CH3:17])[CH:8]([CH3:7])[CH2:9][CH:10]([OH:20])[CH2:11]1 |f:0.1.2.3.4.5,8.9|. Procedure: A suspension of lithium aluminum hydride (0.68 g, 0.018 mol) is anhydrous diethyl ether (50 mL) was stirred under nitrogen at 10° C. while 3,5-dimethyl-4-(3-methyl-2-butenyl) cyclohexanone (6.8 g, 0.035 mol) in anhydrous ether (15 mL) was added over a period of 30 minutes. The mixture was stirred at room temperature for 2 hours; then it was treated successively with H2O (0.7 mL), 15% NaOH (0.7 mL), and H2O (2.1 mL). The solution was filtered, dried (NaSO4), and concentrated to give the crude alc... Starting materials: C1COCCO1, COc1ccc(B(O)O)cc1Cl, [K+], [K+], Nc1nc(N)c2nc(Cl)ccc2n1, O=C([O-])[O-], O, c1ccc(P(c2ccccc2)(c2ccccc2)[Pd](P(c2ccccc2)(c2ccccc2)c2ccccc2)(P(c2ccccc2)(c2ccccc2)c2ccccc2)P(c2ccccc2)(c2ccccc2)c2ccccc2)cc1. Product: COc1ccc(-c2ccc3nc(N)nc(N)c3n2)cc1Cl. Reaction SMILES: [CH2:32]1[O:33][CH2:34][CH2:35][O:36][CH2:37]1.[Cl:20][c:21]1[cH:22][c:23]([B:29]([OH:30])[OH:31])[cH:24][cH:25][c:26]1[O:27][CH3:28].[K+:14].[K+:15].[NH2:1][c:2]1[n:3][c:4]([NH2:13])[c:5]2[c:6]([n:7]1)[cH:8][cH:9][c:10]([Cl:12])[n:11]2.[O-:16][C:17]([O-:18])=[O:19].[OH2:38].[cH:39]1[cH:40][cH:41][c:42]([P:43]([Pd:44]([P:45]([c:46]2[cH:47][cH:48][cH:49][cH:50][cH:51]2)([c:52]2[cH:53][cH:54][cH:55][cH:56][cH:57]2)[c:58]2[cH:59][cH:60][cH:61][cH:62][cH:63]2)([P:64]([c:65]2[cH:66][cH:67][cH:68][cH:69][cH:70]2)([c:71]2[cH:72][cH:73][cH:74][cH:75][cH:76]2)[c:77]2[cH:78][cH:79][cH:80][cH:81][cH:82]2)[P:83]([c:84]2[cH:85][cH:86][cH:87][cH:88][cH:89]2)([c:90]2[cH:91][cH:92][cH:93][cH:94][cH:95]2)[c:96]2[cH:97][cH:98][cH:99][cH:100][cH:101]2)([c:102]2[cH:103][cH:104][cH:105][cH:106][cH:107]2)[c:108]2[cH:109][cH:110][cH:111][cH:112][cH:113]2)[cH:114][cH:115]1>>[NH2:1][c:2]1[n:3][c:4]([NH2:13])[c:5]2[c:6]([n:7]1)[cH:8][cH:9][c:10](-[c:23]1[cH:22][c:21]([Cl:20])[c:26]([O:27][CH3:28])[cH:25][cH:24]1)[n:11]2.